This data is from the Open Reaction Database (ORD), a public repository of structured organic reaction records. The task is: describe an organic reaction: reactants, conditions, products, and yield Starting materials: CCO, CC(=O)O, COc1cc(N)c(Cl)cc1C(=O)NCC1CN(Cc2ccccc2)CCO1. Yields the product COc1cc(N)c(Cl)cc1C(=O)NCC1CNCCO1. As a reaction SMILES: [CH3:28][CH2:29][OH:30].[CH3:31][C:32](=[O:33])[OH:34].[NH2:1][c:2]1[cH:3][c:4]([O:26][CH3:27])[c:5]([C:6](=[O:7])[NH:8][CH2:9][CH:10]2[O:11][CH2:12][CH2:13][N:14]([CH2:16][c:17]3[cH:18][cH:19][cH:20][cH:21][cH:22]3)[CH2:15]2)[cH:23][c:24]1[Cl:25]>>[NH2:1][c:2]1[cH:3][c:4]([O:26][CH3:27])[c:5]([C:6](=[O:7])[NH:8][CH2:9][CH:10]2[O:11][CH2:12][CH2:13][NH:14][CH2:15]2)[cH:23][c:24]1[Cl:25].